From a dataset of the Open Reaction Database (ORD), a public repository of structured organic reaction records. describe an organic reaction: reactants, conditions, products, and yield Starting materials: [N+](=O)([O-])C=1C=C2C(C(=NC2=CC1)C)(C)C (5-Nitro-2,3,3-trimethylindole), ICCCC (iodobutane). The product is [I-].C(CCC)[N+]1=C(C(C2=CC(=CC=C12)[N+](=O)[O-])(C)C)C (1-Butyl-5-nitro-2,3,3-trimethylindolium Iodide). Reaction SMILES: [N+:1]([C:4]1[CH:5]=[C:6]2[C:10](=[CH:11][CH:12]=1)[N:9]=[C:8]([CH3:13])[C:7]2([CH3:15])[CH3:14])([O-:3])=[O:2].[I:16][CH2:17][CH2:18][CH2:19][CH3:20]>>[I-:16].[CH2:17]([N+:9]1[C:10]2[C:6](=[CH:5][C:4]([N+:1]([O-:3])=[O:2])=[CH:12][CH:11]=2)[C:7]([CH3:15])([CH3:14])[C:8]=1[CH3:13])[CH2:18][CH2:19][CH3:20] |f:2.3|. Reported procedure: 5-Nitro-2,3,3-trimethylindole (250 mg, 1.22 mmol) and iodobutane (10 ml, 16.17 g, 87.87 mmol) were mixed and heated to reflux for 16hrs. The solvent was removed and the impure material stored at−20° C. for use in later reactions. Reactants: CC1NC(CC(C1)C1=NC=C2C(N1)=CC=N2)C2=C(CCC2)C (2-methyl-6-(2-methylcyclopent-1-eneyl)-4-piperidylpyrrolo[3,2-d]pyrimidine), CCOC(=O)C (EtOAc), Cl (HCl). Run in CO (MeOH). The product is Cl.CC1NC(CC(C1)C1=NC=C2C(N1)=CC=N2)C2=C(CCC2)C (2-Methyl-6-(2-methylcyclopent-1-eneyl)-4-piperidyl pyrrolo[3,2-d]pyrimidine Hydrochloride). The yield is 94.2%. Reaction SMILES: [CH3:1][CH:2]1[CH2:7][CH:6]([C:8]2[NH:13][C:12]3=[CH:14][CH:15]=[N:16][C:11]3=[CH:10][N:9]=2)[CH2:5][CH:4]([C:17]2[CH2:21][CH2:20][CH2:19][C:18]=2[CH3:22])[NH:3]1.CCOC(C)=O.[ClH:29]>CO>[ClH:29].[CH3:1][CH:2]1[CH2:7][CH:6]([C:8]2[NH:13][C:12]3=[CH:14][CH:15]=[N:16][C:11]3=[CH:10][N:9]=2)[CH2:5][CH:4]([C:17]2[CH2:21][CH2:20][CH2:19][C:18]=2[CH3:22])[NH:3]1 |f:4.5|. Procedure details: Using the method described in Example 30 by employing [1-(2-methylcyclopent-1-enyl)vinyl]pyrrolidine (freshly prepared before use) (2.41 g, 13.6 mmol), 2-methyl-4,6-dichloro-5-nitropyrimidine (Example 76(b)) (2.80 g, 13.6 mmol), N,N-diisopropyl ethyl amine (Aldrich Chemical Company) (2.4 mL, 13.6 mmol), piperidine (Aldrich Chemical Company) (2.1 mL, 21.7 mmol), NEt3 (Aldrich Chemical Company) (2.0 mL) and SnCl2 (41 mL of a 2M solution in DMF). The residue was purified by flash chromatography on ... Reactants: O=C([O-])[O-], CS(C)=O, [Cl-], Cc1ccccc1-c1cc(Cl)ncc1N(C)C(=O)C(C)(C)c1cc(C(F)(F)F)cc(C(F)(F)F)c1, [K+], [K+], [NH4+], O=S1(=O)CCC2CNCCN21. The product is Cc1ccccc1-c1cc(N2CCN3C(CCS3(=O)=O)C2)ncc1N(C)C(=O)C(C)(C)c1cc(C(F)(F)F)cc(C(F)(F)F)c1. Reaction SMILES: [C:47](=[O:48])([O-:49])[O-:50].[CH3:55][S:56]([CH3:57])=[O:58].[Cl-:53].[F:1][C:2]([c:3]1[cH:4][c:5]([C:13]([C:14](=[O:15])[N:16]([CH3:17])[c:18]2[cH:19][n:20][c:21]([Cl:31])[cH:22][c:23]2-[c:24]2[c:25]([CH3:30])[cH:26][cH:27][cH:28][cH:29]2)([CH3:32])[CH3:33])[cH:6][c:7]([C:9]([F:10])([F:11])[F:12])[cH:8]1)([F:34])[F:35].[K+:51].[K+:52].[NH4+:54].[S:36]1(=[O:45])(=[O:46])[CH2:37][CH2:38][CH:39]2[N:40]1[CH2:41][CH2:42][NH:43][CH2:44]2>>[F:1][C:2]([c:3]1[cH:4][c:5]([C:13]([C:14](=[O:15])[N:16]([CH3:17])[c:18]2[cH:19][n:20][c:21]([N:43]3[CH2:42][CH2:41][N:40]4[S:36](=[O:45])(=[O:46])[CH2:37][CH2:38][CH:39]4[CH2:44]3)[cH:22][c:23]2-[c:24]2[c:25]([CH3:30])[cH:26][cH:27][cH:28][cH:29]2)([CH3:32])[CH3:33])[cH:6][c:7]([C:9]([F:10])([F:11])[F:12])[cH:8]1)([F:34])[F:35]. Starting materials: FC(C=1C=C(CN([C@@H]2C[C@@H](NC3=CC=C(C=C23)C(F)(F)F)C2CC2)C(=O)OC)C=C(C1)C(F)(F)F)(F)F (cis-4-[(3,5-Bis-trifluoromethyl-benzyl)-methoxycarbonyl-amino]-2-cyclopropyl-6-trifluoromethyl-3,4-dihydro-2H-quinoline), solution, C(=O)(Cl)Cl (phosgene). Run in C1(=CC=CC=C1)C (toluene). The product is FC(C=1C=C(CN([C@@H]2C[C@@H](N(C3=CC=C(C=C23)C(F)(F)F)C(=O)Cl)C2CC2)C(=O)OC)C=C(C1)C(F)(F)F)(F)F (cis-4-[(3,5-Bis-trifluoromethyl-benzyl)-methoxycarbonyl-amino]-2-cyclopropyl-6-trifluoromethyl-3,4-dihydro-2H-quinoline-1-carbonyl chloride). As a reaction SMILES: [F:1][C:2]([F:37])([F:36])[C:3]1[CH:4]=[C:5]([CH:29]=[C:30]([C:32]([F:35])([F:34])[F:33])[CH:31]=1)[CH2:6][N:7]([C:25]([O:27][CH3:28])=[O:26])[C@H:8]1[C:17]2[C:12](=[CH:13][CH:14]=[C:15]([C:18]([F:21])([F:20])[F:19])[CH:16]=2)[NH:11][C@@H:10]([CH:22]2[CH2:24][CH2:23]2)[CH2:9]1.[C:38](Cl)([Cl:40])=[O:39]>C1(C)C=CC=CC=1>[F:33][C:32]([F:34])([F:35])[C:30]1[CH:29]=[C:5]([CH:4]=[C:3]([C:2]([F:1])([F:36])[F:37])[CH:31]=1)[CH2:6][N:7]([C:25]([O:27][CH3:28])=[O:26])[C@H:8]1[C:17]2[C:12](=[CH:13][CH:14]=[C:15]([C:18]([F:21])([F:20])[F:19])[CH:16]=2)[N:11]([C:38]([Cl:40])=[O:39])[C@@H:10]([CH:22]2[CH2:24][CH2:23]2)[CH2:9]1. Procedure: A solution of cis-4-[(3,5-bis-trifluoromethyl-benzyl)-methoxycarbonyl-amino]-2-cyclopropyl-6-trifluoromethyl-3,4-dihydro-2H-quinoline (Example 102A) (180 mg, 0.33 mmol) in 2 mL of a 1.93M solution of phosgene in toluene was heated to reflux for 1 h. Excess phosgene was removed by purging with nitrogen, and the resulting solution was concentrated to afford the crude title product (208 mg) which was used without further purification. MS m/z 621 (M+19+); 1H NMR (CDCl3) δ 0.2 (m, 1H), 0.45 (m, 2H), ...